Task: describe an organic reaction: reactants, conditions, products, and yield. Dataset: the Open Reaction Database (ORD), a public repository of structured organic reaction records The product is CC1NCC(C2=CC=CC=C12)C (1,4-Dimethyl-1,2,3,4-Tetrahydroisoquinoline). Reaction SMILES: [CH3:1][CH:2]([C:5]1[CH:10]=[CH:9][CH:8]=[CH:7][CH:6]=1)[CH2:3][NH2:4].[C:11](Cl)(=O)[CH3:12]>>[CH3:11][CH:12]1[C:10]2[C:5](=[CH:6][CH:7]=[CH:8][CH:9]=2)[CH:2]([CH3:1])[CH2:3][NH:4]1. Reported procedure: In accordance with the same procedures as in Preparation 1-1, except that 14.5 ml of β-methylphenethyl-amine(0.1M) and 7.8 ml of acetyl chloride(0.11M) were used as starting materials, 6.6 g of the title compound was prepared. Reactants: CC(CN)C1=CC=CC=C1 (β-methylphenethyl-amine), C(C)(=O)Cl (acetyl chloride). The reactants are CC1(C)OCC2CC2(COCc2ccccc2)CO1, Cl, C1CCOC1. Product: OCC1CC1(CO)COCc1ccccc1. As a reaction SMILES: [CH2:1]([c:2]1[cH:3][cH:4][cH:5][cH:6][cH:7]1)[O:8][CH2:9][C:10]12[CH2:11][O:12][C:13]([CH3:18])([CH3:19])[O:14][CH2:15][CH:16]1[CH2:17]2.[ClH:20].[O:21]1[CH2:22][CH2:23][CH2:24][CH2:25]1>>[CH2:1]([c:2]1[cH:3][cH:4][cH:5][cH:6][cH:7]1)[O:8][CH2:9][C:10]1([CH2:11][OH:12])[CH:16]([CH2:15][OH:14])[CH2:17]1. The reactants are C1CCOC1, [Li]CCCC, CCCCCCCCCCCCC, CC1CCCO1, N#Cc1ccccc1, C#Cc1ccccc1. The product is C(#Cc1ccccc1)c1ccccc1. Reaction SMILES: [CH2:35]1[O:36][CH2:37][CH2:38][CH2:39]1.[CH2:9]([Li:10])[CH2:11][CH2:12][CH3:13].[CH3:22][CH2:23][CH2:24][CH2:25][CH2:26][CH2:27][CH2:28][CH2:29][CH2:30][CH2:31][CH2:32][CH2:33][CH3:34].[CH3:40][CH:41]1[CH2:42][CH2:43][CH2:44][O:45]1.[N:14]#[C:15][c:16]1[cH:17][cH:18][cH:19][cH:20][cH:21]1.[c:1]1([C:7]#[CH:8])[cH:2][cH:3][cH:4][cH:5][cH:6]1>>[c:1]1([C:7]#[C:8][c:16]2[cH:17][cH:18][cH:19][cH:20][cH:21]2)[cH:2][cH:3][cH:4][cH:5][cH:6]1.